This data is from the Open Reaction Database (ORD), a public repository of structured organic reaction records. The task is: describe an organic reaction: reactants, conditions, products, and yield Reactants: Cc1ccc2c(c1)OCO2, ClC(Cl)Cl, ClCCl, O=[N+]([O-])O. Yields the product Cc1cc2c(cc1[N+](=O)[O-])OCO2. As a reaction SMILES: [CH3:1][c:2]1[cH:3][c:4]2[c:5]([cH:9][cH:10]1)[O:6][CH2:7][O:8]2.[CH:15]([Cl:16])([Cl:17])[Cl:18].[Cl:19][CH2:20][Cl:21].[OH:11][N+:12]([O-:13])=[O:14]>>[CH3:1][c:2]1[cH:3][c:4]2[c:5]([cH:9][c:10]1[N+:12](=[O:11])[O-:13])[O:6][CH2:7][O:8]2. Reactants: BrC=1C(=C(C=CC1)C=NO)SC(C)(C)C (1-[3-bromo-2-(tert-butylsulfanyl)phenyl]-N-hydroxymethanimine), C1(=CC=C(C=C1)S(=O)(=O)O)C (p-toluenesulfonic acid). Run in C(CCC)O (n-butanol), C(CCC)O (n-Butanol). Product: BrC1=CC=CC=2C=NSC21 (7-bromo-1,2-benzothiazole). Yield: 17.3%. As a reaction SMILES: [Br:1][C:2]1[C:3]([S:11]C(C)(C)C)=[C:4]([CH:8]=[N:9]O)[CH:5]=[CH:6][CH:7]=1.C1(C)C=CC(S(O)(=O)=O)=CC=1>C(O)CCC>[Br:1][C:2]1[C:3]2[S:11][N:9]=[CH:8][C:4]=2[CH:5]=[CH:6][CH:7]=1. Reported procedure: A mixture of crude 1-[3-bromo-2-(tert-butylsulfanyl)phenyl]-N-hydroxymethanimine (7 g) and p-toluenesulfonic acid (730 mg, 3.88 mmol) in n-butanol (100 mL) was heated to reflux for 16 h. n-Butanol was evaporated, water (100 mL) and saturated aqueous sodium bicarbonate (50 mL) were added and the mixture was extracted with DCM (3×80 mL). The combined organic fractions were dried over anhydrous sodium sulfate, filtered and concentrated to afford 900 mg (17%) of the crude title compound as a brown s... Starting materials: [OH-].[Na+] (NaOH), C(=O)C1=NN=C(C2=C(C1)C=C1C(=C2)OCO1)C1=CC=C(C=C1)[N+](=O)[O-] (8-formyl-5-(4-nitrophenyl)-9H-1,3-dioxolo[4,5-h-][2,3]-benzodiazepine). Reagents/catalysts: [N+](=O)([O-])[O-].[Ag+] (AgNO3). The solvent is O (water), O (water), O1CCOCC1 (dioxane). Conditions: temperature 25 celsius, time 30 minute. Product: [N+](=O)([O-])C1=CC=C(C=C1)C1=NN=C(CC2=C1C=C1C(=C2)OCO1)C(=O)O (5-(4-Nitrophenyl)-9H-[1,3-]dioxolo[4,5-h][2,3]-benzodiazepine-8-carboxylic acid). Reaction SMILES: [OH-:1].[Na+].[CH:3]([C:5]1[CH2:11][C:10]2[CH:12]=[C:13]3[O:18][CH2:17][O:16][C:14]3=[CH:15][C:9]=2[C:8]([C:19]2[CH:24]=[CH:23][C:22]([N+:25]([O-:27])=[O:26])=[CH:21][CH:20]=2)=[N:7][N:6]=1)=[O:4]>O.O1CCOCC1.[N+]([O-])([O-])=O.[Ag+]>[N+:25]([C:22]1[CH:21]=[CH:20][C:19]([C:8]2[C:9]3[CH:15]=[C:14]4[O:16][CH2:17][O:18][C:13]4=[CH:12][C:10]=3[CH2:11][C:5]([C:3]([OH:1])=[O:4])=[N:6][N:7]=2)=[CH:24][CH:23]=1)([O-:27])=[O:26] |f:0.1,5.6|. Reported procedure: 42 ml of a 4% NaOH solution is added to a solution of 3.0 g of AgNO3 in water (50 ml). The solution of 3.0 g of 8-formyl-5-(4-nitrophenyl)-9H-1,3-dioxolo[4,5-h-][2,3]-benzodiazepine in 120 ml of dioxane is slowly added to the heterogeneous mixture, and the reaction mixture is stirred for 30 minutes at 25° C. After activated carbon is added, it is filtered, the filtrate is concentrated by evaporation in a vacuum at 50-60° C., the suspension that is produced is diluted with 30 ml of water and cool... Reactants: COC(=O)c1sc(-n2cnc3cc(CO[Si](C)(C)C(C)(C)C)ncc32)cc1OC(C)c1ccccc1C(F)(F)F, CO, N. Yields the product CC(Oc1cc(-n2cnc3cc(CO[Si](C)(C)C(C)(C)C)ncc32)sc1C(N)=O)c1ccccc1C(F)(F)F. RXN SMILES: [C:1]([CH3:2])([CH3:3])([CH3:4])[Si:5]([O:6][CH2:7][c:8]1[cH:9][c:10]2[c:11]([cH:12][n:13]1)[n:14](-[c:17]1[cH:18][c:19]([O:26][CH:27]([CH3:28])[c:29]3[c:30]([C:35]([F:36])([F:37])[F:38])[cH:31][cH:32][cH:33][cH:34]3)[c:20]([C:22]([O:24][CH3:23])=[O:25])[s:21]1)[cH:15][n:16]2)([CH3:39])[CH3:40].[CH3:42][OH:43].[NH3:41]>>[C:1]([CH3:2])([CH3:3])([CH3:4])[Si:5]([O:6][CH2:7][c:8]1[cH:9][c:10]2[c:11]([cH:12][n:13]1)[n:14](-[c:17]1[cH:18][c:19]([O:26][CH:27]([CH3:28])[c:29]3[c:30]([C:35]([F:36])([F:37])[F:38])[cH:31][cH:32][cH:33][cH:34]3)[c:20]([C:22](=[O:24])[NH2:41])[s:21]1)[cH:15][n:16]2)([CH3:39])[CH3:40]. Reactants: C1(CCCC1)CNC(=O)C1=CC=C2C(=CN(C2=C1)CC1=C(C=C(C(=O)OC(C)(C)C)C=C1)OC)C=O (t-butyl 4-[6-(N-cyclopentylmethylcarbamoyl)-3-formylindol-1-ylmethyl]-3-methoxybenzoate), C1(=CC=CC=C1)P(C1=CC=CC=C1)(C1=CC=CC=C1)=CC(=O)OC (methyl (triphenylphosphoranylidene)acetate), O1CCOCC1 (dioxane). Product: C1(CCCC1)CNC(=O)C1=CC=C2C(=CN(C2=C1)CC1=C(C=C(C(=O)OC(C)(C)C)C=C1)OC)C=CC(=O)OC (t-butyl 4-[6-(N-cyclopentylmethylcarbamoyl)-3-(2-methoxycarbonylvinyl)indol-1-ylmethyl]-3-methoxybenzoate). The yield is 84.0%. RXN SMILES: [CH:1]1([CH2:6][NH:7][C:8]([C:10]2[CH:18]=[C:17]3[C:13]([C:14](C=O)=[CH:15][N:16]3[CH2:19][C:20]3[CH:32]=[CH:31][C:23]([C:24]([O:26][C:27]([CH3:30])([CH3:29])[CH3:28])=[O:25])=[CH:22][C:21]=3[O:33][CH3:34])=[CH:12][CH:11]=2)=[O:9])[CH2:5][CH2:4][CH2:3][CH2:2]1.C1(P(=[CH:56][C:57]([O:59][CH3:60])=[O:58])(C2C=CC=CC=2)C2C=CC=CC=2)C=CC=CC=1.O1CCOC[CH2:62]1>>[CH:1]1([CH2:6][NH:7][C:8]([C:10]2[CH:18]=[C:17]3[C:13]([C:14]([CH:62]=[CH:56][C:57]([O:59][CH3:60])=[O:58])=[CH:15][N:16]3[CH2:19][C:20]3[CH:32]=[CH:31][C:23]([C:24]([O:26][C:27]([CH3:30])([CH3:29])[CH3:28])=[O:25])=[CH:22][C:21]=3[O:33][CH3:34])=[CH:12][CH:11]=2)=[O:9])[CH2:2][CH2:3][CH2:4][CH2:5]1. Procedure: A solution of t-butyl 4-[6-(N-cyclopentylmethylcarbamoyl)-3-formylindol-1-ylmethyl]-3-methoxybenzoate (1.2 g) and methyl (triphenylphosphoranylidene)acetate (1.8 g) in dioxane (12 ml) was heated at reflux for 48 hours. The solvent was evaporated. The resultant residue was purified by flash chromatography on silica gel (600 ml), eluting with 3:7 ethyl acetate:hexane, to give t-butyl 4-[6-(N-cyclopentylmethylcarbamoyl)-3-(2-methoxycarbonylvinyl)indol-1-ylmethyl]-3-methoxybenzoate (1.1 g, 84%) as a...